From a dataset of the Open Reaction Database (ORD), a public repository of structured organic reaction records. describe an organic reaction: reactants, conditions, products, and yield Reactants: O=C([O-])[O-], C#CC1(Oc2ccc(F)cc2[N+](=O)[O-])CCN(C)CC1, CCOC(=O)Cl, [K+], [K+], c1ccccc1. The product is C#CC1(Oc2ccc(F)cc2[N+](=O)[O-])CCN(C(=O)OCC)CC1. As a reaction SMILES: [C:21](=[O:22])([O-:23])[O-:24].[CH3:1][N:2]1[CH2:3][CH2:4][C:5]([O:8][c:9]2[c:10]([N+:16](=[O:17])[O-:18])[cH:11][c:12]([F:15])[cH:13][cH:14]2)([C:19]#[CH:20])[CH2:6][CH2:7]1.[Cl:27][C:28](=[O:29])[O:30][CH2:31][CH3:32].[K+:25].[K+:26].[cH:33]1[cH:34][cH:35][cH:36][cH:37][cH:38]1>>[N:2]1([C:28](=[O:29])[O:30][CH2:31][CH3:32])[CH2:3][CH2:4][C:5]([O:8][c:9]2[c:10]([N+:16](=[O:17])[O-:18])[cH:11][c:12]([F:15])[cH:13][cH:14]2)([C:19]#[CH:20])[CH2:6][CH2:7]1. Starting materials: CCO, CC1(c2nc(Cn3ncc([N+](=O)[O-])n3)cs2)OCCO1, [Cl-], [Fe], N#N, [NH4+], O. Yields the product CC1(c2nc(Cn3ncc(N)n3)cs2)OCCO1. Reaction SMILES: [CH3:25][CH2:26][OH:27].[CH3:3][C:4]1([c:9]2[s:10][cH:11][c:12]([CH2:14][n:15]3[n:16][cH:17][c:18]([N+:20]([O-:21])=[O:22])[n:19]3)[n:13]2)[O:5][CH2:6][CH2:7][O:8]1.[Cl-:23].[Fe:29].[N:1]#[N:2].[NH4+:24].[OH2:28]>>[CH3:3][C:4]1([c:9]2[s:10][cH:11][c:12]([CH2:14][n:15]3[n:16][cH:17][c:18]([NH2:20])[n:19]3)[n:13]2)[O:5][CH2:6][CH2:7][O:8]1.